This data is from the Open Reaction Database (ORD), a public repository of structured organic reaction records. The task is: describe an organic reaction: reactants, conditions, products, and yield Starting materials: C(C)(=O)OCC1=C(N2C(C(C2SC1)N)=O)C(=O)OC(C)(C)C (3-Acetoxymethyl-7-amino-2-(tertiary butoxycarbonyl)-8-oxo-5-thia-1-aza-bicyclo[4,2,0]oct-2-ene), C1(CCCCC1)N=C=NC1CCCCC1 (dicyclohexylcarbodiimide), S(=O)(=O)(C)C=1N(C=CN1)CC(=O)O ((2-mesyl-imidazol-1-yl)-acetic acid). The solvent is CN(C=O)C (dimethylformamide). Conditions: time 3 day. Yields the product C(C)(=O)OCC1=C(N2C(C(C2SC1)NC(CN1C(=NC=C1)S(=O)(=O)C)=O)=O)C(=O)OC(C)(C)C (3-Acetoxymethyl-2-(tertiary butoxycarbonyl)-7-[(2-mesyl-imidazol-1-yl)-acetamido]-8-oxo-5-thia-1-aza-bicyclo[4,2,0]oct-2-ene). The yield is 83.6%. RXN SMILES: [C:1]([O:4][CH2:5][C:6]1[CH2:13][S:12][CH:11]2[N:8]([C:9](=[O:15])[CH:10]2[NH2:14])[C:7]=1[C:16]([O:18][C:19]([CH3:22])([CH3:21])[CH3:20])=[O:17])(=[O:3])[CH3:2].C1(N=C=NC2CCCCC2)CCCCC1.[S:38]([C:42]1[N:43]([CH2:47][C:48](O)=[O:49])[CH:44]=[CH:45][N:46]=1)([CH3:41])(=[O:40])=[O:39]>CN(C)C=O>[C:1]([O:4][CH2:5][C:6]1[CH2:13][S:12][CH:11]2[N:8]([C:9](=[O:15])[CH:10]2[NH:14][C:48](=[O:49])[CH2:47][N:43]2[CH:44]=[CH:45][N:46]=[C:42]2[S:38]([CH3:41])(=[O:40])=[O:39])[C:7]=1[C:16]([O:18][C:19]([CH3:22])([CH3:21])[CH3:20])=[O:17])(=[O:3])[CH3:2]. Reported procedure: 3-Acetoxymethyl-7-amino-2-(tertiary butoxycarbonyl)-8-oxo-5-thia-1-aza-bicyclo[4,2,0]oct-2-ene (5.65 g.) and dicyclohexylcarbodiimide (3.90 g.) are added to a solution of (2-mesyl-imidazol-1-yl)-acetic acid (3.53 g) in dimethylformamide (30 cc.). The reagents are left in contact for 3 days at a temperature of about 20° C., and then the solid is filtered off. The filtrate is taken up in ethyl acetate (150 cc.) and washed successively with a saturated aqueous solution of sodium bicarbonate, with 0... Starting materials: C1=CC=CC=2C3=CC=CC=C3C(C(C12)=O)=NO (9,10-phenanthrene-dione-9-oxime), ClC(=O)OC (methyl chloroformate), O (water), N1=CC=CC=C1 (pyridine). Run in CN(C=O)C (dimethyl formamide), C(C)#N (acetonitrile), C(C)#N (acetonitrile). Yields the product COC(=O)ON=C1C2=CC=CC=C2C=2C=CC=CC2C1=O (9,10-phenanthrene-dione-9-methoxycarbonyl-oxime). Isolated yield 81.5%. As a reaction SMILES: [CH:1]1[C:14]2[C:13](=[O:15])[C:12](=[N:16][OH:17])[C:11]3[C:6](=[CH:7][CH:8]=[CH:9][CH:10]=3)[C:5]=2[CH:4]=[CH:3][CH:2]=1.N1C=CC=CC=1.Cl[C:25]([O:27][CH3:28])=[O:26].O>CN(C)C=O.C(#N)C>[CH3:28][O:27][C:25]([O:17][N:16]=[C:12]1[C:13](=[O:15])[C:14]2[CH:1]=[CH:2][CH:3]=[CH:4][C:5]=2[C:6]2[C:11]1=[CH:10][CH:9]=[CH:8][CH:7]=2)=[O:26]. Reported procedure: 22.3 g (0.1 mole) of 9,10-phenanthrene-dione-9-oxime are dissolved in 200 ml of 1:1 mixture of dimethyl formamide and acetonitrile under stirring, whereupon 16 ml of pyridine are added. To the reaction mixture a solution of methyl chloroformate and 30 ml of acetonitrile is added dropwise under stirring. The reaction mixture is stirred first at room temperature for an hour and thereafter at boiling point for 15 minutes. The reaction mixture is cooled and poured into 700 ml of icecold water. On co... The reactants are COC=1C=C2C(=CN1)N(C(=C2)C(=O)NC2=C(C=C(C=C2)B2OC(C(O2)(C)C)(C)C)OC)C (5-Methoxy-N-(2-methoxy-4-(4,4,5,5-tetramethyl-1,3,2-dioxaborolan-2-yl)phenyl)-1-methyl-1H-pyrrolo[2,3-c]pyridine-2-carboxamide), BrC=1N=C(N2C1C(=NC=C2)C)[C@@H]2CC[C@H](CC2)N2CCN(CC2)C (1-bromo-8-methyl-3-((trans)-4-(4-methylpiperazin-1-yl)cyclohexyl)imidazo[1,5-a]pyrazine). Product: COC=1C=C2C(=CN1)N(C(=C2)C(=O)NC2=C(C=C(C=C2)C=2N=C(N1C2C(=NC=C1)C)[C@@H]1CC[C@H](CC1)N1CCN(CC1)C)OC)C (5-methoxy-N-(2-methoxy-4-(8-methyl-3-((trans)-4-(4-methylpiperazin-1-yl)cyclohexyl)imidazo[1,5-a]pyrazin-1-yl)phenyl)-1-methyl-1H-pyrrolo[2,3-c]pyridine-2-carboxamide). Isolated yield 60.6%. Reaction SMILES: [CH3:1][O:2][C:3]1[CH:4]=[C:5]2[CH:11]=[C:10]([C:12]([NH:14][C:15]3[CH:20]=[CH:19][C:18](B4OC(C)(C)C(C)(C)O4)=[CH:17][C:16]=3[O:30][CH3:31])=[O:13])[N:9]([CH3:32])[C:6]2=[CH:7][N:8]=1.Br[C:34]1[N:35]=[C:36]([C@H:44]2[CH2:49][CH2:48][C@H:47]([N:50]3[CH2:55][CH2:54][N:53]([CH3:56])[CH2:52][CH2:51]3)[CH2:46][CH2:45]2)[N:37]2[CH:42]=[CH:41][N:40]=[C:39]([CH3:43])[C:38]=12>>[CH3:1][O:2][C:3]1[CH:4]=[C:5]2[CH:11]=[C:10]([C:12]([NH:14][C:15]3[CH:20]=[CH:19][C:18]([C:34]4[N:35]=[C:36]([C@H:44]5[CH2:45][CH2:46][C@H:47]([N:50]6[CH2:51][CH2:52][N:53]([CH3:56])[CH2:54][CH2:55]6)[CH2:48][CH2:49]5)[N:37]5[CH:42]=[CH:41][N:40]=[C:39]([CH3:43])[C:38]=45)=[CH:17][C:16]=3[O:30][CH3:31])=[O:13])[N:9]([CH3:32])[C:6]2=[CH:7][N:8]=1. Reported procedure: 5-Methoxy-N-(2-methoxy-4-(4,4,5,5-tetramethyl-1,3,2-dioxaborolan-2-yl)phenyl)-1-methyl-1H-pyrrolo[2,3-c]pyridine-2-carboxamide (22 mg) and 1-bromo-8-methyl-3-((trans)-4-(4-methylpiperazin-1-yl)cyclohexyl)imidazo[1,5-a]pyrazine (20 mg) were reacted according to the procedure described in example 4 step 4c and purified by column chromatography (silica gel; dichloromethane with gradient 0 to 20% of methanol) to give 5-methoxy-N-(2-methoxy-4-(8-methyl-3-((trans)-4-(4-methylpiperazin-1-yl)cyclohexyl)... The reactants are CC(=O)OC(C)OC(=O)C(Cc1ccc(-c2c(C)n(C)c(=O)n(C)c2=O)cc1)NC(=O)OC(C)(C)C, CCOCC, ClCCl, Cl, C1COCCO1. The product is CC(=O)OC(C)OC(=O)C(N)Cc1ccc(-c2c(C)n(C)c(=O)n(C)c2=O)cc1, Cl. Reaction SMILES: [C:1]([CH3:2])(=[O:3])[O:4][CH:5]([CH3:6])[O:7][C:8]([CH:9]([NH:10][C:11]([O:12][C:13]([CH3:14])([CH3:15])[CH3:16])=[O:17])[CH2:18][c:19]1[cH:20][cH:21][c:22](-[c:25]2[c:26](=[O:35])[n:27]([CH3:34])[c:28](=[O:33])[n:29]([CH3:32])[c:30]2[CH3:31])[cH:23][cH:24]1)=[O:36].[CH3:44][CH2:45][O:46][CH2:47][CH3:48].[Cl:49][CH2:50][Cl:51].[ClH:37].[O:38]1[CH2:39][CH2:40][O:41][CH2:42][CH2:43]1>>[C:1]([CH3:2])(=[O:3])[O:4][CH:5]([CH3:6])[O:7][C:8]([CH:9]([NH2:10])[CH2:18][c:19]1[cH:20][cH:21][c:22](-[c:25]2[c:26](=[O:35])[n:27]([CH3:34])[c:28](=[O:33])[n:29]([CH3:32])[c:30]2[CH3:31])[cH:23][cH:24]1)=[O:36].[ClH:37]. The reactants are NC1=C(C=C2C3=C(C(CCC3(CC2=C1F)CCCC)=O)Br)F (7-amino-4-bromo-9a-butyl-6,8-difluoro-1,2,9,9a-tetrahydro-3H-fluoren-3-one), C(=O)(C)Cl (AcCl), N1=CC=CC=C1 (pyridine), [OH-].[Na+] (NaOH). Solvent: C(Cl)Cl (CH2Cl2), CCO (EtOH), C(Cl)Cl (CH2Cl2). Reaction conditions: time 5 hour. Product: C(C)(=O)NC1=C(C=C2C3=C(C(CCC3(CC2=C1F)CCCC)=O)Br)F (7-(acetylamino)-4-bromo-9a-butyl-6,8-difluoro-1,2,9,9a-tetrahydro-3H-fluoren-3-one). Isolated yield 89.8%. RXN SMILES: [NH2:1][C:2]1[C:14]([F:15])=[C:13]2[C:5]([C:6]3[C:11]([CH2:16][CH2:17][CH2:18][CH3:19])([CH2:12]2)[CH2:10][CH2:9][C:8](=[O:20])[C:7]=3[Br:21])=[CH:4][C:3]=1[F:22].[C:23](Cl)([CH3:25])=[O:24].N1C=CC=CC=1.[OH-].[Na+]>C(Cl)Cl.CCO>[C:23]([NH:1][C:2]1[C:14]([F:15])=[C:13]2[C:5]([C:6]3[C:11]([CH2:16][CH2:17][CH2:18][CH3:19])([CH2:12]2)[CH2:10][CH2:9][C:8](=[O:20])[C:7]=3[Br:21])=[CH:4][C:3]=1[F:22])(=[O:24])[CH3:25] |f:3.4|. Procedure: A solution of 7-amino-4-bromo-9a-butyl-6,8-difluoro-1,2,9,9a-tetrahydro-3H-fluoren-3-one(0.131 g, 0.354 mmol) in CH2Cl2 (3 mL) was treated with AcCl (0.051 mL, 0.708 mmol) and pyridine (0.043 mL, 0.531 mmol). The resulting solution was stirred under a nitrogen atmosphere for 5 hours. This mixture was treated with NaOH (5N, 1 mL) and EtOH (6 mL), and stirred for 10 minutes. After being diluted with CH2Cl2, the mixture was dried over MgSO4, filtered through a pad of silica gel and rinsed with EtOA... The reactants are CC(=O)O, CC(C)=O, FC(F)(F)c1ccc(-c2n[nH]c(C3CCNCC3)c2-c2ccncc2)cc1, [Na+], [OH-]. Product: CC(C)N1CCC(c2[nH]nc(-c3ccc(C(F)(F)F)cc3)c2-c2ccncc2)CC1. Reaction SMILES: [C:28]([OH:29])(=[O:30])[CH3:31].[CH3:34][C:35]([CH3:36])=[O:37].[NH:1]1[CH2:2][CH2:3][CH:4]([c:7]2[c:8](-[c:22]3[cH:23][cH:24][n:25][cH:26][cH:27]3)[c:9](-[c:12]3[cH:13][cH:14][c:15]([C:18]([F:19])([F:20])[F:21])[cH:16][cH:17]3)[n:10][nH:11]2)[CH2:5][CH2:6]1.[Na+:33].[OH-:32]>>[N:1]1([CH:35]([CH3:34])[CH3:36])[CH2:2][CH2:3][CH:4]([c:7]2[c:8](-[c:22]3[cH:23][cH:24][n:25][cH:26][cH:27]3)[c:9](-[c:12]3[cH:13][cH:14][c:15]([C:18]([F:19])([F:20])[F:21])[cH:16][cH:17]3)[n:10][nH:11]2)[CH2:5][CH2:6]1. Starting materials: C(CC(=O)C)(=O)OCC (ethyl acetoacetate), O1C(CC=C1)=O (furanone), O1C(CC=C1)=O (furanone), C(CC(=O)C)(=O)OCC (ethyl acetoacetate), O1C(CC=C1)=O (furanone), O1C(CC=C1)=O (furanone). The product is C(C)(=O)C1C(OCC1)=O (3-Acetyl-Dihydro-2(3H)-Furanone). As a reaction SMILES: [C:1]([O:7][CH2:8][CH3:9])(=[O:6])[CH2:2][C:3]([CH3:5])=[O:4].O1C=CCC1=O>>[C:3]([CH:2]1[CH2:9][CH2:8][O:7][C:1]1=[O:6])(=[O:4])[CH3:5]. Procedure: The mixture was distilled using a Raschig ring packed column and a Perkins Triangle Head. Seven fractions were obtained and analyzed by gas chromatography. Fractions 1-3 were found to be principally ethyl acetoacetate. Fraction 4 analyzed 11% ethyl acetoacetate and 42% of the desired lactone. Fractions 5 and 6 showed 98.4% lactone and 95.4% lactone, respectively. The yield of the desired lactone product ##STR10## (fractions 5 and 6) was 32%. Starting materials: C(C(C)C)=O (isobutyraldehyde), N (ammonia). The product is CC(C)=CN=CC(C)C (2,6-dimethyl-4-azahepta-2,4-diene). As a reaction SMILES: [CH:1](=O)[CH:2]([CH3:4])[CH3:3].[NH3:6]>>[CH3:3][C:2](=[CH:1][N:6]=[CH:1][CH:2]([CH3:4])[CH3:3])[CH3:4]. Reported procedure: When isobutyraldehyde was reacted under conditions similar as described in Example I, above, for the preparation of dihydrothiazoles from ketones, no incorporation of sulfur occurred. However with a variation in the reaction, secondary aldehydes could be made to yield dihydrothiazoles in excellent yield. The reaction of isobutyraldehyde with ammonia yielded, via an intermediate, 2,6-dimethyl-4-azahepta-2,4-diene. The reactants are CN(C)CCc1c(C(=O)O)[nH]c2ccc(CS(=O)(=O)N3CCCC3)cc12, CCOC(C)=O, Cl, c1ccc2ncccc2c1. Product: CN(C)CCc1c[nH]c2ccc(CS(=O)(=O)N3CCCC3)cc12. RXN SMILES: [C:1]([OH:2])(=[O:3])[c:4]1[nH:5][c:6]2[cH:7][cH:8][c:9]([CH2:18][S:19](=[O:20])(=[O:21])[N:22]3[CH2:23][CH2:24][CH2:25][CH2:26]3)[cH:10][c:11]2[c:12]1[CH2:13][CH2:14][N:15]([CH3:16])[CH3:17].[CH3:28][CH2:29][O:30][C:31](=[O:32])[CH3:33].[ClH:27].[cH:34]1[cH:35][c:36]2[c:37]([n:38][cH:39][cH:40][cH:41]2)[cH:42][cH:43]1>>[cH:4]1[nH:5][c:6]2[cH:7][cH:8][c:9]([CH2:18][S:19](=[O:20])(=[O:21])[N:22]3[CH2:23][CH2:24][CH2:25][CH2:26]3)[cH:10][c:11]2[c:12]1[CH2:13][CH2:14][N:15]([CH3:16])[CH3:17].